From a dataset of the Open Reaction Database (ORD), a public repository of structured organic reaction records. describe an organic reaction: reactants, conditions, products, and yield Starting materials: CC1CC2C3CCC4=CC(=O)C=CC4(C)C3=CCC2(C)C1C(=O)COS(=O)(=O)c1ccc(Br)cc1, c1c(N2CCCC2)nc(NC23CC4CC(CC(C4)C2)C3)nc1N1CCNCC1. Yields the product CC1CC2C3CCC4=CC(=O)C=CC4(C)C3=CCC2(C)C1C(=O)CN1CCN(c2cc(N3CCCC3)nc(NC34CC5CC(CC(C5)C3)C4)n2)CC1. Reaction SMILES: [Br:1][c:2]1[cH:3][cH:4][c:5]([S:6]([O:7][CH2:12][C:13]([CH:14]2[CH:15]([CH3:34])[CH2:16][CH:17]3[CH:18]4[CH2:19][CH2:20][C:21]5=[CH:22][C:23](=[O:33])[CH:24]=[CH:25][C:26]5([CH3:27])[C:28]4=[CH:29][CH2:30][C:31]23[CH3:32])=[O:35])(=[O:8])=[O:9])[cH:10][cH:11]1.[C:36]12([NH:46][c:47]3[n:48][c:49]([N:59]4[CH2:60][CH2:61][CH2:62][CH2:63]4)[cH:50][c:51]([N:53]4[CH2:54][CH2:55][NH:56][CH2:57][CH2:58]4)[n:52]3)[CH2:37][CH:38]3[CH2:39][CH:40]([CH2:41][CH:42]([CH2:43]1)[CH2:44]3)[CH2:45]2>>[CH2:12]([C:13]([CH:14]1[CH:15]([CH3:34])[CH2:16][CH:17]2[CH:18]3[CH2:19][CH2:20][C:21]4=[CH:22][C:23](=[O:33])[CH:24]=[CH:25][C:26]4([CH3:27])[C:28]3=[CH:29][CH2:30][C:31]12[CH3:32])=[O:35])[N:56]1[CH2:55][CH2:54][N:53]([c:51]2[cH:50][c:49]([N:59]3[CH2:60][CH2:61][CH2:62][CH2:63]3)[n:48][c:47]([NH:46][C:36]34[CH2:37][CH:38]5[CH2:39][CH:40]([CH2:41][CH:42]([CH2:43]3)[CH2:44]5)[CH2:45]4)[n:52]2)[CH2:58][CH2:57]1. Starting materials: CCO, CC(C[N+](=O)[O-])CC(C)(O)c1cccnc1. Product: CC(CN)CC(C)(O)c1cccnc1. Reaction SMILES: [CH3:17][CH2:18][OH:19].[CH3:1][CH:2]([CH2:3][C:4]([CH3:5])([OH:6])[c:7]1[cH:8][n:9][cH:10][cH:11][cH:12]1)[CH2:13][N+:14]([O-:15])=[O:16]>>[CH3:1][CH:2]([CH2:3][C:4]([CH3:5])([OH:6])[c:7]1[cH:8][n:9][cH:10][cH:11][cH:12]1)[CH2:13][NH2:14]. The yield is 31.7%. Run at temperature 140 celsius, time 45 minute. Reactants: BrC1=CC2=C(NC3=C2C(=C(N=C3)C#N)OCCOC)N=C1 (3-bromo-5-(2-methoxy-ethoxy)-9H-dipyrido[2,3-b;4′,3′-d]pyrrole-6-carbonitrile), N1(CCCCC1)CC1=CC=C(C=C1)B(O)O (4-piperidin-1-ylmethylphenyl boronic acid). Product: COCCOC1=C(N=CC2=C1C1=C(N2)N=CC(=C1)C1=CC=C(C=C1)CN1CCCCC1)C#N (5-(2-Methoxyethoxy)-3-(4-piperidin-1-ylmethylphenyl)-9H-dipyrido[2,3-b;4′,3′-d]pyrrole-6-carbonitrile). Procedure: A degassed mixture of 3-bromo-5-(2-methoxy-ethoxy)-9H-dipyrido[2,3-b;4′,3′-d]pyrrole-6-carbonitrile (50 mg, 0.10 mmol), 4-piperidin-1-ylmethylphenyl boronic acid (31 mg, 0.14 mmol), [1,1′-bis(diphenylphosphino)ferrocene]dichloropalladium(II) (9 mg, 0.012 mmol) in 2N aqueous sodium carbonate solution (0.42 mL) and acetonitrile (0.53 mL) were heated under microwave irradiation at 140° C. for 30 minutes. The reaction mixture was diluted with water (2 mL) and extracted with 10% MeOH in DCM. The comb... Reagents/catalysts: C1=CC=C(C=C1)P([C-]2C=CC=C2)C3=CC=CC=C3.C1=CC=C(C=C1)P([C-]2C=CC=C2)C3=CC=CC=C3.Cl[Pd]Cl.[Fe+2] ([1,1′-bis(diphenylphosphino)ferrocene]dichloropalladium(II)). The solvent is C([O-])([O-])=O.[Na+].[Na+] (sodium carbonate), C(C)#N (acetonitrile), O (water). RXN SMILES: Br[C:2]1[CH:21]=[N:20][C:5]2[NH:6][C:7]3[CH:12]=[N:11][C:10]([C:13]#[N:14])=[C:9]([O:15][CH2:16][CH2:17][O:18][CH3:19])[C:8]=3[C:4]=2[CH:3]=1.[N:22]1([CH2:28][C:29]2[CH:34]=[CH:33][C:32](B(O)O)=[CH:31][CH:30]=2)[CH2:27][CH2:26][CH2:25][CH2:24][CH2:23]1>C(=O)([O-])[O-].[Na+].[Na+].C(#N)C.O.C1C=CC(P(C2C=CC=CC=2)[C-]2C=CC=C2)=CC=1.C1C=CC(P(C2C=CC=CC=2)[C-]2C=CC=C2)=CC=1.Cl[Pd]Cl.[Fe+2]>[CH3:19][O:18][CH2:17][CH2:16][O:15][C:9]1[C:8]2[C:4]3[CH:3]=[C:2]([C:32]4[CH:31]=[CH:30][C:29]([CH2:28][N:22]5[CH2:27][CH2:26][CH2:25][CH2:24][CH2:23]5)=[CH:34][CH:33]=4)[CH:21]=[N:20][C:5]=3[NH:6][C:7]=2[CH:12]=[N:11][C:10]=1[C:13]#[N:14] |f:2.3.4,7.8.9.10|. Starting materials: NC1=C(C(=O)OC)C=CC=C1C (methyl 2-amino-3-methylbenzoate), C[Mg]Br (methyl magnesium bromide), CCOCC (ether). Yields the product NC1=C(C=CC=C1C)C(C)(C)O (2-(2-amino-3-methylphenyl)propan-2-ol). Reaction SMILES: [NH2:1][C:2]1[C:11](C)=[CH:10][CH:9]=[CH:8][C:3]=1[C:4](OC)=O.[CH3:13][Mg]Br.CC[O:18][CH2:19][CH3:20]>>[NH2:1][C:2]1[C:3]([CH3:4])=[CH:8][CH:9]=[CH:10][C:11]=1[C:19]([OH:18])([CH3:20])[CH3:13]. Reported procedure: This compound was prepared using General Method 1 (EXAMPLE 1) from methyl 2-amino-3-methylbenzoate and methyl magnesium bromide (3 M in diethyl ether) in ether to afford 2-(2-amino-3-methylphenyl)propan-2-ol.